Task: describe an organic reaction: reactants, conditions, products, and yield. Dataset: the Open Reaction Database (ORD), a public repository of structured organic reaction records The reactants are CS(=O)(=O)C1=NC(=CC(=N1)N1N=C(N=C1N)NC1=CC=CC=C1)NC1=CC=CC=C1 (1-(2-Methanesulfonyl-6-phenylamino-pyrimidin-4-yl)-N3-phenyl-1H-[1,2,4]triazole-3,5-diamine), [OH-].[Na+] (NaOH). Solvent: CN(C)C=O (DMF). Product: NC1=NC(=NN1C1=NC(NC(=C1)NC1=CC=CC=C1)=O)NC1=CC=CC=C1 (4-(5-Amino-3-phenylamino-[1,2,4]triazol-1-yl)-6-phenylamino-1H-pyrimidin-2-one). Yield: 90.0%. RXN SMILES: CS([C:5]1[N:10]=[C:9]([N:11]2[C:15]([NH2:16])=[N:14][C:13]([NH:17][C:18]3[CH:23]=[CH:22][CH:21]=[CH:20][CH:19]=3)=[N:12]2)[CH:8]=[C:7]([NH:24][C:25]2[CH:30]=[CH:29][CH:28]=[CH:27][CH:26]=2)[N:6]=1)(=O)=O.[OH-:31].[Na+]>CN(C=O)C>[NH2:16][C:15]1[N:11]([C:9]2[CH:8]=[C:7]([NH:24][C:25]3[CH:30]=[CH:29][CH:28]=[CH:27][CH:26]=3)[NH:6][C:5](=[O:31])[N:10]=2)[N:12]=[C:13]([NH:17][C:18]2[CH:23]=[CH:22][CH:21]=[CH:20][CH:19]=2)[N:14]=1 |f:1.2|. Reported procedure: 1-(2-Methanesulfonyl-6-phenylamino-pyrimidin-4-yl)-N3-phenyl-1H-[1,2,4]triazole-3,5-diamine (12 mg, 0.028 mMol) was stirred at ambient temperature in 500 uL of DMF with 200 uL of 1N NaOH for 2 hrs. The reaction was quenched with water and a precipitate allowed come out of solution. The filtrate was decanted off and the solid was resuspended with water, allowed to settle, and again decanted. The solid was transferred to a round bottom flask with acetonitrile and the solvents removed under reduced... The reactants are C(C)(C)(C)C1=CC=C(C=C1)S(=O)(=O)NC1=NC(=NC(=C1C1=CC=C(C=C1)C)OCCO)CCC (4-tert-butyl-N-[6-(2-hydroxyethoxy)-5-(4-methylphenyl)-2-n-propylpyrimidin-4-yl]benzenesulfonamide), [H-].[Na+] (sodium hydride), ClC1=NC=C(C=N1)Br (2-chloro-5-bromopyrimidine). The solvent is CC(=O)N(C)C (dimethylacetamide), O1CCCC1 (tetrahydrofuran), O1CCCC1 (tetrahydrofuran). Reaction conditions: time 2.5 hour. Product: C(C)(C)(C)C1=CC=C(C=C1)S(=O)(=O)NC1=NC(=NC(=C1C1=CC=C(C=C1)C)OCCOC1=NC=C(C=N1)Br)CCC (4-tert-butyl-N-[6-{2-(5-bromopyrimidin-2-yloxy)ethoxy}-5-(4-methylphenyl)-2-n-propylpyrimidin-4-yl]benzenesulfonamide). Yield: 91.4%. RXN SMILES: [H-].[Na+].[C:3]([C:7]1[CH:12]=[CH:11][C:10]([S:13]([NH:16][C:17]2[C:22]([C:23]3[CH:28]=[CH:27][C:26]([CH3:29])=[CH:25][CH:24]=3)=[C:21]([O:30][CH2:31][CH2:32][OH:33])[N:20]=[C:19]([CH2:34][CH2:35][CH3:36])[N:18]=2)(=[O:15])=[O:14])=[CH:9][CH:8]=1)([CH3:6])([CH3:5])[CH3:4].Cl[C:38]1[N:43]=[CH:42][C:41]([Br:44])=[CH:40][N:39]=1>O1CCCC1.CC(N(C)C)=O>[C:3]([C:7]1[CH:8]=[CH:9][C:10]([S:13]([NH:16][C:17]2[C:22]([C:23]3[CH:24]=[CH:25][C:26]([CH3:29])=[CH:27][CH:28]=3)=[C:21]([O:30][CH2:31][CH2:32][O:33][C:38]3[N:43]=[CH:42][C:41]([Br:44])=[CH:40][N:39]=3)[N:20]=[C:19]([CH2:34][CH2:35][CH3:36])[N:18]=2)(=[O:14])=[O:15])=[CH:11][CH:12]=1)([CH3:5])([CH3:6])[CH3:4] |f:0.1|. Reported procedure: To a suspension of sodium hydride (0.25 g) in tetrahydrofuran (5 ml) is added dropwise a solution of 4-tert-butyl-N-[6-(2-hydroxyethoxy)-5-(4-methylphenyl)-2-n-propylpyrimidin-4-yl]benzenesulfonamide (1.00 g) in dimethylacetamide (3 ml) and tetrahydrofuran (10 ml) at room temperature, and thereto is added 2-chloro-5-bromopyrimidine (0.56 g), and the mixture is stirred at room temperature for 2.5 hours. The reaction mixture is acidified with ice-cold diluted hydrochloric acid, and extracted with ...